This data is from the Open Reaction Database (ORD), a public repository of structured organic reaction records. The task is: describe an organic reaction: reactants, conditions, products, and yield Starting materials: Cc1cc(NCc2ccccc2)c([N+](=O)[O-])c(=O)[nH]1, ClCCl, [Na+], O=C([O-])O, O=P(Cl)(Cl)Cl. The product is Cc1cc(NCc2ccccc2)c([N+](=O)[O-])c(Cl)n1. RXN SMILES: [CH2:1]([c:2]1[cH:3][cH:4][cH:5][cH:6][cH:7]1)[NH:8][c:9]1[c:10]([N+:17](=[O:18])[O-:19])[c:11](=[O:16])[nH:12][c:13]([CH3:15])[cH:14]1.[Cl:30][CH2:31][Cl:32].[Na+:29].[O-:25][C:26]([OH:27])=[O:28].[P:20]([Cl:21])([Cl:22])([Cl:23])=[O:24]>>[CH2:1]([c:2]1[cH:3][cH:4][cH:5][cH:6][cH:7]1)[NH:8][c:9]1[c:10]([N+:17](=[O:18])[O-:19])[c:11]([Cl:22])[n:12][c:13]([CH3:15])[cH:14]1. Starting materials: O (Water), FC(C=1C=C(C=C(C1)C(F)(F)F)C(C1=C(C=CC=C1)N)=O)(F)F (3′,5′-bis(trifluoromethyl)-2-aminobenzophenone), CC(C)([O-])C.[K+] (potassium tert-butoxide), C(C)(=O)OC(C)=O (acetic anhydride). The solvent is C1(=CC=CC=C1)C (toluene). Yields the product FC(C=1C=C(C=C(C1)C(F)(F)F)C1=CC(NC2=CC=CC=C12)=O)(F)F (4-{3,5-bis(trifluoromethyl)phenyl}-2-quinolinone). Yield: 32.0%. Reaction SMILES: [F:1][C:2]([F:23])([F:22])[C:3]1[CH:4]=[C:5]([C:13](=O)[C:14]2[CH:19]=[CH:18][CH:17]=[CH:16][C:15]=2[NH2:20])[CH:6]=[C:7]([C:9]([F:12])([F:11])[F:10])[CH:8]=1.[C:24](OC(=O)C)(=[O:26])[CH3:25].CC(C)([O-])C.[K+].O>C1(C)C=CC=CC=1>[F:1][C:2]([F:23])([F:22])[C:3]1[CH:4]=[C:5]([C:13]2[C:14]3[C:15](=[CH:16][CH:17]=[CH:18][CH:19]=3)[NH:20][C:24](=[O:26])[CH:25]=2)[CH:6]=[C:7]([C:9]([F:12])([F:11])[F:10])[CH:8]=1 |f:2.3|. Procedure details: Further, in a nitrogen atmosphere, 3′,5′-bis(trifluoromethyl)-2-aminobenzophenone (1.1 g, 3.3 mmol) was dissolved in toluene (13 mL), and acetic anhydride (0.62 mL, 6.5 mL) was added to the solution at room temperature, followed by stirring while heating and refluxing. The mixture was cooled to room temperature and then concentrated using a rotary evaporator. The residue was dissolved in ethylene glycol dimethyl ether (13 mL), and potassium tert-butoxide (1.5 mL, 13 mmol) was added to the soluti... Starting materials: ClC(C(OCC=C)=N)(Cl)Cl (allyl trichloroacetimidate), O=C1N(C(C2=CC=CC=C12)=O)C(C(=O)N[C@@H](CO)C(=O)OC)CC1=CC=CC=C1 (N-[2-(1,3-dihydro-1,3-dioxo-2H-isoindol-2-yl)-1- oxo-3-phenylpropyl]-L-serine, methyl ester), acid. Run in C(Cl)Cl (methylene chloride), C(Cl)Cl.C1CCCCC1 (methylene chloride cyclohexane). Run at time 5 hour. Yields the product O=C1N(C(C2=CC=CC=C12)=O)C(C(=O)N[C@@H](COCC=C)C(=O)OC)CC1=CC=CC=C1 (N-[2-(1,3Dihydro-1,3-dioxo-2H-isoindol-2-yl)-1-oxo-3-phenylpropyl]-O-2-propenyl-L-serine, methyl ester). As a reaction SMILES: [O:1]=[C:2]1[C:10]2[C:5](=[CH:6][CH:7]=[CH:8][CH:9]=2)[C:4](=[O:11])[N:3]1[CH:12]([CH2:23][C:24]1[CH:29]=[CH:28][CH:27]=[CH:26][CH:25]=1)[C:13]([NH:15][C@H:16]([C:19]([O:21][CH3:22])=[O:20])[CH2:17][OH:18])=[O:14].ClC(Cl)(Cl)C(=N)O[CH2:34][CH:35]=[CH2:36]>C(Cl)Cl.C1CCCCC1.C(Cl)Cl>[O:1]=[C:2]1[C:10]2[C:5](=[CH:6][CH:7]=[CH:8][CH:9]=2)[C:4](=[O:11])[N:3]1[CH:12]([CH2:23][C:24]1[CH:25]=[CH:26][CH:27]=[CH:28][CH:29]=1)[C:13]([NH:15][C@H:16]([C:19]([O:21][CH3:22])=[O:20])[CH2:17][O:18][CH2:36][CH:35]=[CH2:34])=[O:14] |f:2.3|. Reported procedure: Dissolve N-[2-(1,3-dihydro-1,3-dioxo-2H-isoindol-2-yl)-1- oxo-3-phenylpropyl]-L-serine, methyl ester (25 g, 63 mmol) in methylene chloride/cyclohexane (1:1, 600 mL). Add allyl trichloroacetimidate (26 g, 128 mmol) and trifluoromethanesuihfonic acid (5 mL), 56.6 mmol). Stir at room temperature under a nitrogen atmosphere for 5 hours and dilute with methylene chloride. Wash with saturated aqueous sodium hydrogen carbonate, water, dry (MgSO4) and evaporate the solvent in vacuo. Purify by silica gel... The reactants are C1(=CC2=C1C=CC=C2)CC(=O)O (2-benzocyclobuten-1-ylacetic acid), O (water), [H-].[Al+3].[Li+].[H-].[H-].[H-] (lithium aluminium hydride), O (water), [OH-].[Na+] (sodium hydroxide). Solvent: O1CCCC1 (tetrahydrofuran), O1CCCC1 (tetrahydrofuran). Conditions: time 8 hour. Product: C1(=CC2=C1C=CC=C2)CCO (2-Benzocyclobuten-1-ylethanol). The yield is 85.0%. As a reaction SMILES: [H-].[Al+3].[Li+].[H-].[H-].[H-].[C:7]1([CH2:15][C:16](O)=[O:17])[C:10]2[CH:11]=[CH:12][CH:13]=[CH:14][C:9]=2[CH:8]=1.O.[OH-].[Na+]>O1CCCC1>[C:7]1([CH2:15][CH2:16][OH:17])[C:10]2[CH:11]=[CH:12][CH:13]=[CH:14][C:9]=2[CH:8]=1 |f:0.1.2.3.4.5,8.9|. Reported procedure: A three-necked flask is charged under a stream of nitrogen with 7.4 g of lithium aluminium hydride, and 70 ml of anhydrous tetrahydrofuran are then added. A solution of 2-benzocyclobuten-1-ylacetic acid (prepared according to the process described in J. Org. Chem., (1979), 44, p. 1036) in 120 ml of tetrahydrofuran is then introduced dropwise. The reaction solution is left stirring overnight. The flask is then cooled with an ice bath and the mixture is hydrolyzed by adding 6.6 ml of water, 6.6 ml... The solvent is CCCCCC (hexane), CCCCCC (hexane), C1CCOC1 (THF). Reaction conditions: temperature -23 celsius, time 15 minute. Procedure details: A solution of n-butyllithium in hexane (30.4 ml, 2.5M) was added dropwise with stirring under nitrogen to a solution of N,N,N'-trimethylethylenediamine (7.9 g) in dry THF (150 ml) at -15 to -20° C. After the addition the mixture was stirred at -23° C. for 15 minutes and then 4-chlorobenzaldehyde (10.0 g) was added dropwise at -15 to -20° C. After the addition the mixture was stirred at -23° C. for 15 minutes and then more n-butyllithium in hexane (85.4 ml, 2.5M) was added dropwise at -15° C. The... Starting materials: C(CCC)[Li] (n-butyllithium), ice, IC (iodomethane), C(CCC)[Li] (n-butyllithium), ClC1=CC=C(C=O)C=C1 (4-chlorobenzaldehyde), CN(CCNC)C (N,N,N'-trimethylethylenediamine). Product: ClC1=CC(=C(C=O)C=C1)C (4-chloro-2-methylbenzaldehyde). As a reaction SMILES: C([Li])CCC.CN(C)[CH2:8][CH2:9]NC.[Cl:13][C:14]1[CH:21]=C[C:17]([CH:18]=[O:19])=[CH:16][CH:15]=1.IC>CCCCCC.C1COCC1>[Cl:13][C:14]1[CH:15]=[CH:16][C:17]([CH:18]=[O:19])=[C:8]([CH3:9])[CH:21]=1. Starting materials: CC=1C=C(CC=2NC(C(=C(N2)SC)C#N)=O)C=CC1 (2-(3-methylbenzyl)-4-(methylsulphanyl)-6-oxo-1,6-dihydro-5-pyrimidinecarbonitrile), N1[C@@H](CCC1)CO ((S)-(+)-2-pyrrolidinemethanol). Solvent: C(C)#N (acetonitrile). Product: OC[C@H]1N(CCC1)C=1N=C(NC(C1C#N)=O)CC1=CC(=CC=C1)C (4-[(2S)-2-(Hydroxymethyl)-1-pyrrolidinyl]-2-(3-methylbenzyl)-6-oxo-1,6-dihydro-5-pyrimidinecarbonitrile). Reaction SMILES: [CH3:1][C:2]1[CH:3]=[C:4]([CH:17]=[CH:18][CH:19]=1)[CH2:5][C:6]1[NH:7][C:8](=[O:16])[C:9]([C:14]#[N:15])=[C:10](SC)[N:11]=1.[NH:20]1[CH2:24][CH2:23][CH2:22][C@H:21]1[CH2:25][OH:26]>C(#N)C>[OH:26][CH2:25][C@@H:21]1[CH2:22][CH2:23][CH2:24][N:20]1[C:10]1[N:11]=[C:6]([CH2:5][C:4]2[CH:17]=[CH:18][CH:19]=[C:2]([CH3:1])[CH:3]=2)[NH:7][C:8](=[O:16])[C:9]=1[C:14]#[N:15]. Reported procedure: 0.1 g (0.37 mmol) of 2-(3-methylbenzyl)-4-(methylsulphanyl)-6-oxo-1,6-dihydro-5-pyrimidinecarbonitrile is heated with 0.11 g (1.1 mmol) of (S)-(+)-2-pyrrolidinemethanol in 3 ml of acetonitrile at 90° C. under argon for five days. After cooling to room temperature, the crude product is purified by preparative HPLC. 0.035 g (29% of theory) of the title compound is obtained as a colourless solid. Reactants: C(C)(=O)[O-].[Na+] (sodium acetate), BrC1=C(N)C=CC(=C1)F (2-bromo-4-fluoroaniline), N(=O)[O-].[Na+] (sodium nitrite), ClCC(CC(=O)OCC)=O (ethyl 4-chloroacetoacetate). Run in O (H2O), C(Cl)Cl.CC(=O)O (DCM HOAc), S(O)(O)(=O)=O (sulfuric acid), C(Cl)Cl (DCM), CC(=O)O (HOAc), O (H2O). Conditions: temperature 0 celsius, time 30 minute. The product is BrC1=C(C=CC(=C1)F)N=NC(C(=O)OCC)C(CCl)=O (ethyl 2-(2-bromo-4-fluoro-phenyl)azo-4-chloro-3-oxo-butanoate). Reaction SMILES: [Br:1][C:2]1[CH:8]=[C:7]([F:9])[CH:6]=[CH:5][C:3]=1[NH2:4].[N:10]([O-])=O.[Na+].[Cl:14][CH2:15][C:16](=[O:23])[CH2:17][C:18]([O:20][CH2:21][CH3:22])=[O:19].C([O-])(=O)C.[Na+]>C(Cl)Cl.CC(O)=O.S(=O)(=O)(O)O.CC(O)=O.O.C(Cl)Cl>[Br:1][C:2]1[CH:8]=[C:7]([F:9])[CH:6]=[CH:5][C:3]=1[N:4]=[N:10][CH:17]([C:16](=[O:23])[CH2:15][Cl:14])[C:18]([O:20][CH2:21][CH3:22])=[O:19] |f:1.2,4.5,6.7|. Reported procedure: To a solution of 2-bromo-4-fluoroaniline (10 g, 52.6 mmol, 1.0 eq.) in DCM/HOAc (1/1, 160 mL, 0.3M) at 0° C. was added dropwise a precooled solution of sodium nitrite (4.1 g, 57.9 mmol, 1.1 eq.) in conc. sulfuric acid (20 mL). After stirring for 30 min at 0° C. a mixture of ethyl 4-chloroacetoacetate (14.6 mL, 17.8 g, 108 mmol, 1.2 eq.) in HOAc (40 mL) and H2O (80 mL) was added within 5 min. After further 15 min at 0° C. a solution of sodium acetate (72 g, 0.878 mol, 16.7 eq.) in H2O (140 mL) wa...